This data is from the Open Reaction Database (ORD), a public repository of structured organic reaction records. The task is: describe an organic reaction: reactants, conditions, products, and yield Starting materials: FC(C=1C=C(C(=O)N2[C@@H](CN(CC2)C(=O)CN2C(C=3C(C2=O)=CC=CC3)=O)CC3=CNC2=CC=CC=C32)C=C(C1)C(F)(F)F)(F)F ((2R)-1-[3,5-bis(trifluoromethyl)benzoyl]-2-(1H-indol-3-yl-methyl)-4-(phthalimidomethylcarbonyl)piperazine), O.NN (hydrazine hydrate). Solvent: C(C)O (ethanol). Yields the product NCC(=O)N1C[C@H](N(CC1)C(C1=CC(=CC(=C1)C(F)(F)F)C(F)(F)F)=O)CC1=CNC2=CC=CC=C12 ((2R)-4-(2-aminoacetyl)-1-[3,5-bis(trifluoromethyl)benzoyl]-2-(1H-indol-3-yl-methyl)piperazine). Isolated yield 55.2%. RXN SMILES: [F:1][C:2]([F:46])([F:45])[C:3]1[CH:4]=[C:5]([CH:38]=[C:39]([C:41]([F:44])([F:43])[F:42])[CH:40]=1)[C:6]([N:8]1[CH2:13][CH2:12][N:11]([C:14]([CH2:16][N:17]2C(=O)C3=CC=CC=C3C2=O)=[O:15])[CH2:10][C@H:9]1[CH2:28][C:29]1[C:37]2[C:32](=[CH:33][CH:34]=[CH:35][CH:36]=2)[NH:31][CH:30]=1)=[O:7].O.NN>C(O)C>[NH2:17][CH2:16][C:14]([N:11]1[CH2:12][CH2:13][N:8]([C:6](=[O:7])[C:5]2[CH:4]=[C:3]([C:2]([F:46])([F:1])[F:45])[CH:40]=[C:39]([C:41]([F:42])([F:43])[F:44])[CH:38]=2)[C@H:9]([CH2:28][C:29]2[C:37]3[C:32](=[CH:33][CH:34]=[CH:35][CH:36]=3)[NH:31][CH:30]=2)[CH2:10]1)=[O:15] |f:1.2|. Procedure details: A mixture of (2R)-1-[3,5-bis(trifluoromethyl)benzoyl]-2-(1H-indol-3-yl-methyl)-4-(phthalimidomethylcarbonyl)piperazine (250 mg), hydrazine hydrate (50 mg) in ethanol (5 ml) was heated under reflux for 2 hours. The resulting precipitate was removed by filtration and the filtrate was evaporated under reduced pressure. The residue was washed with aqueous 1N sodium hydroxide solution and then purified by column chromatography on a silica gel eluting with a mixture of ethyl acetate and methanol (4:1)... The reactants are CS(=O)(=O)OC1CN(CCC1)C(=O)OCC1=CC=CC=C1 (benzyl 3-[(methylsulfonyl)oxy]piperidine-1-carboxylate), C1(=CC=CC=C1)S (thiophenol). Product: C1(=CC=CC=C1)SC1CN(CCC1)C(=O)OCC1=CC=CC=C1 (benzyl 3-(phenylthio)piperidine-1-carboxylate). As a reaction SMILES: CS(O[CH:6]1[CH2:11][CH2:10][CH2:9][N:8]([C:12]([O:14][CH2:15][C:16]2[CH:21]=[CH:20][CH:19]=[CH:18][CH:17]=2)=[O:13])[CH2:7]1)(=O)=O.[C:22]1([SH:28])[CH:27]=[CH:26][CH:25]=[CH:24][CH:23]=1>>[C:22]1([S:28][CH:6]2[CH2:11][CH2:10][CH2:9][N:8]([C:12]([O:14][CH2:15][C:16]3[CH:17]=[CH:18][CH:19]=[CH:20][CH:21]=3)=[O:13])[CH2:7]2)[CH:27]=[CH:26][CH:25]=[CH:24][CH:23]=1. Reported procedure: The entitled compound was produced according to the method of Example 1(1) but using benzyl 3-[(methylsulfonyl)oxy]piperidine-1-carboxylate produced according to the method described in a known reference (WO96/39407) and thiophenol. The reactants are CCCn1cnc(CSc2ccc(Cl)cc2N)c1, c1ccncc1, O=S(=O)(Cl)c1cc2ccccc2o1. Yields the product CCCn1cnc(CSc2ccc(Cl)cc2NS(=O)(=O)c2cc3ccccc3o2)c1. Reaction SMILES: [Cl:1][c:2]1[cH:3][cH:4][c:5]([S:9][CH2:10][c:11]2[n:12][cH:13][n:14]([CH2:16][CH2:17][CH3:18])[cH:15]2)[c:6]([NH2:7])[cH:8]1.[cH:32]1[cH:33][cH:34][n:35][cH:36][cH:37]1.[o:19]1[c:20]([S:28](=[O:29])(=[O:30])[Cl:31])[cH:21][c:22]2[c:23]1[cH:24][cH:25][cH:26][cH:27]2>>[Cl:1][c:2]1[cH:3][cH:4][c:5]([S:9][CH2:10][c:11]2[n:12][cH:13][n:14]([CH2:16][CH2:17][CH3:18])[cH:15]2)[c:6]([NH:7][S:28]([c:20]2[o:19][c:23]3[c:22]([cH:21]2)[cH:27][cH:26][cH:25][cH:24]3)(=[O:29])=[O:30])[cH:8]1. Starting materials: [BH3-]C#N, CC(=O)O, Cn1ccnc1C=O, CO, [Na+], CCCN(CCC)CCCCc1nc2ccc(CNCc3ncc[nH]3)cc2n1CCC. Product: CCCN(CCC)CCCCc1nc2ccc(CN(Cc3ncc[nH]3)Cc3nccn3C)cc2n1CCC. As a reaction SMILES: [C:44]([BH3-:45])#[N:46].[CH3:32][C:33](=[O:34])[OH:35].[CH3:36][n:37]1[c:38]([CH:42]=[O:43])[n:39][cH:40][cH:41]1.[CH3:48][OH:49].[Na+:47].[nH:1]1[c:2]([CH2:6][NH:7][CH2:8][c:9]2[cH:10][cH:11][c:12]3[c:13]([n:14]([CH2:28][CH2:29][CH3:30])[c:15]([CH2:17][CH2:18][CH2:19][CH2:20][N:21]([CH2:22][CH2:23][CH3:24])[CH2:25][CH2:26][CH3:27])[n:16]3)[cH:31]2)[n:3][cH:4][cH:5]1>>[n:1]1[c:2]([CH2:6][N:7]([CH2:8][c:9]2[cH:10][cH:11][c:12]3[c:13]([n:14]([CH2:28][CH2:29][CH3:30])[c:15]([CH2:17][CH2:18][CH2:19][CH2:20][N:21]([CH2:22][CH2:23][CH3:24])[CH2:25][CH2:26][CH3:27])[n:16]3)[cH:31]2)[CH2:42][c:38]2[n:37]([CH3:36])[cH:41][cH:40][n:39]2)[nH:3][cH:4][cH:5]1. Reactants: C1(=CC=CC=C1)OC(=NC(C1=CC=CC=C1)=O)N1CC(CC1)CC(=O)N1CCC(CC1)C1C2=C(CCC=3C1=NC=C(C3)Br)C=C(C=C2Cl)Cl (Phenyl-3-[2-[4-(3-bromo-8,10-dichloro-6,11-dihydro-5H-benzo[5,6]cyclohepta[1,2-b]pyridin-11-yl)-1-piperidinyl]-2-oxoethyl]-N-benzoyl-1-pyrrolidinecarboximidate), [NH4+].[OH-] (NH4OH). Run in CC(C)O (2-propanol). Run at temperature 25 celsius, time 24 hour. Yields the product BrC=1C=C2C(=NC1)C(C1=C(CC2)C=C(C=C1Cl)Cl)C1CCN(CC1)C(CC1CN(CC1)C(NC(C1=CC=CC=C1)=O)=N)=O (3-[2-[4-(3-Bromo-8,10-dichloro-6,11-dihydro-5H-benzo[5,6]cyclohepta[1,2-b]pyridin-11-yl)-1-piperidinyl]-2-oxoethyl]-N-benzoyl-1-pyrrolidinecarboximidamide). Reaction SMILES: C1(O[C:8]([N:18]2[CH2:22][CH2:21][CH:20]([CH2:23][C:24]([N:26]3[CH2:31][CH2:30][CH:29]([CH:32]4[C:38]5=[N:39][CH:40]=[C:41]([Br:43])[CH:42]=[C:37]5[CH2:36][CH2:35][C:34]5[CH:44]=[C:45]([Cl:49])[CH:46]=[C:47]([Cl:48])[C:33]4=5)[CH2:28][CH2:27]3)=[O:25])[CH2:19]2)=[N:9][C:10](=[O:17])[C:11]2[CH:16]=[CH:15][CH:14]=[CH:13][CH:12]=2)C=CC=CC=1.[NH4+:50].[OH-]>CC(O)C>[Br:43][C:41]1[CH:42]=[C:37]2[CH2:36][CH2:35][C:34]3[CH:44]=[C:45]([Cl:49])[CH:46]=[C:47]([Cl:48])[C:33]=3[CH:32]([CH:29]3[CH2:30][CH2:31][N:26]([C:24](=[O:25])[CH2:23][CH:20]4[CH2:21][CH2:22][N:18]([C:8](=[NH:50])[NH:9][C:10](=[O:17])[C:11]5[CH:16]=[CH:15][CH:14]=[CH:13][CH:12]=5)[CH2:19]4)[CH2:27][CH2:28]3)[C:38]2=[N:39][CH:40]=1 |f:1.2|. Procedure: The product of Example 28 is dissolved in 2-propanol and concentrated NH4OH is added. he mixture is stirred at 25° C. for 24 h and then evaporated to dryness. The residue is triturated with Et2O (2×250 ml) and the ether discarded. The resulting product is chromatographed on a silica gel column to give the title compound. The reactants are C(C)SC(C(C)C)=NC1=CC=C(C=C1)Br (N-[1-(ethylsulfanyl)isobutylidene]-4-bromoaniline), C(C1=CC=CC=C1)(=O)NN (benzoylhydrazine), C(CCC)O (1-butanol). Solvent: CO (methanol). Conditions: temperature 130 celsius. Yields the product BrC1=CC=C(C=C1)N1C(=NN=C1C(C)C)C1=CC=CC=C1 (4-(4-bromophenyl)-5-isopropyl-3-phenyl-4H-1,2,4-triazole). Yield: 28.0%. As a reaction SMILES: C(S[C:4](=[N:8][C:9]1[CH:14]=[CH:13][C:12]([Br:15])=[CH:11][CH:10]=1)[CH:5]([CH3:7])[CH3:6])C.[C:16]([NH:24][NH2:25])(=O)[C:17]1[CH:22]=[CH:21][CH:20]=[CH:19][CH:18]=1.C(O)CCC>CO>[Br:15][C:12]1[CH:13]=[CH:14][C:9]([N:8]2[C:4]([CH:5]([CH3:7])[CH3:6])=[N:25][N:24]=[C:16]2[C:17]2[CH:22]=[CH:21][CH:20]=[CH:19][CH:18]=2)=[CH:10][CH:11]=1. Procedure: In a 300 mL recovery flask were put 13 g (44 mmol) of N-[1-(ethylsulfanyl)isobutylidene]-4-bromoaniline, 3.9 g (29 mmol) of benzoylhydrazine, and 40 mL of 1-butanol, and the mixture was heated and refluxed at 130° C. for 10 hours. After that, 1-butanol was distilled off to give a solid. A methanol suspension of this solid was irradiated with ultrasonic waves, and a white solid was collected by gravity filtration, so that 2.8 g of white powder of 4-(4-bromophenyl)-5-isopropyl-3-phenyl-4H-1,2,4-tr... Starting materials: CC1=CC(NC2=CC=CC=C12)=O (1,2-Dihydro-4-methyl-2-oxoquinoline), Cl (hydrochloric acid), C(CCC)[Li] (n-Butyl-lithium), CI (methyl iodide). The solvent is CN(P(=O)(N(C)C)N(C)C)C (hexamethylphosphoramide), O1CCCC1 (tetrahydrofuran), O (water). Reaction conditions: temperature -10 celsius. Yields the product C(C)C1=CC(NC2=CC=CC=C12)=O (4-ethyl-1,2-dihydro-2-oxoquinoline). Reaction SMILES: [CH3:1][C:2]1[C:11]2[C:6](=[CH:7][CH:8]=[CH:9][CH:10]=2)[NH:5][C:4](=[O:12])[CH:3]=1.[CH2:13]([Li])CCC.CI.Cl>CN(C)P(N(C)C)(N(C)C)=O.O1CCCC1.O>[CH2:1]([C:2]1[C:11]2[C:6](=[CH:7][CH:8]=[CH:9][CH:10]=2)[NH:5][C:4](=[O:12])[CH:3]=1)[CH3:13]. Procedure: 1,2-Dihydro-4-methyl-2-oxoquinoline (79.5 g.) was dissolved in a mixture of dry hexamethylphosphoramide (530 ml.) and tetrahydrofuran (530 ml.), and the solution was cooled to -10° C. under a nitrogen atmosphere. n-Butyl-lithium (1.54 M solution in hexane; 770 ml.) was added to the stirred solution at such a rate as to keep the temperature below 0° C. When the addition was completed, the deep red solution was cooled to -50° C. and methyl iodide (50 ml.) was rapidly added. The resulting pale yell... Starting materials: COc1nn(C(=O)OC(C)(C)C)c2ccc([N+](=O)[O-])cc12, CCOC(C)=O, [Pd]. Product: COc1nn(C(=O)OC(C)(C)C)c2ccc(N)cc12. Reaction SMILES: [C:1]([CH3:2])([CH3:3])([CH3:4])[O:5][C:6](=[O:7])[n:8]1[n:9][c:10]([O:20][CH3:21])[c:11]2[cH:12][c:13]([N+:17]([O-:18])=[O:19])[cH:14][cH:15][c:16]12.[CH3:22][CH2:23][O:24][C:25]([CH3:26])=[O:27].[Pd:28]>>[C:1]([CH3:2])([CH3:3])([CH3:4])[O:5][C:6](=[O:7])[n:8]1[n:9][c:10]([O:20][CH3:21])[c:11]2[cH:12][c:13]([NH2:17])[cH:14][cH:15][c:16]12. Reactants: C(CCC)N1C(C2C(C1=O)C(NC2C2=CC=C(C#N)C=C2)C)=O ((1RS,3SR,3aRS,6aSR)-4-(5-butyl-3-methyl-4,6-dioxo-octahydro-pyrrolo[3,4-c]pyrrol-1-yl)-benzonitrile), C(=O)O (formic acid), C=O (formalin). Run in [OH-].[Na+] (NaOH). Run at temperature 100 celsius. Yields the product C(CCC)N1C(C2C(C1=O)C(N(C2C2=CC=C(C#N)C=C2)C)C)=O ((1RS,3SR,3aRS,6aSR)-4-(5-butyl-2,3-dimethyl-4,6-dioxo-octahydro-pyrrolo[3,4-c]pyrrol-1-yl)-benzonitrile). Yield: 84.9%. As a reaction SMILES: [CH2:1]([N:5]1[C:9](=[O:10])[CH:8]2[CH:11]([CH3:22])[NH:12][CH:13]([C:14]3[CH:21]=[CH:20][C:17]([C:18]#[N:19])=[CH:16][CH:15]=3)[CH:7]2[C:6]1=[O:23])[CH2:2][CH2:3][CH3:4].[CH:24](O)=O.C=O>[OH-].[Na+]>[CH2:1]([N:5]1[C:9](=[O:10])[CH:8]2[CH:11]([CH3:22])[N:12]([CH3:24])[CH:13]([C:14]3[CH:15]=[CH:16][C:17]([C:18]#[N:19])=[CH:20][CH:21]=3)[CH:7]2[C:6]1=[O:23])[CH2:2][CH2:3][CH3:4] |f:3.4|. Reported procedure: A mixture of 2.84 g of (1RS,3SR,3aRS,6aSR)-4-(5-butyl-3-methyl-4,6-dioxo-octahydro-pyrrolo[3,4-c]pyrrol-1-yl)-benzonitrile, 85% formic acid (4.9 g, 90 mmol) and 35% formalin solution (2.6 g, 30 mmol) were heated to 100° C. for 5.5 hours. After cooling 1N NaOH (50 ml) was added and the mixture was extracted four times with dichloromethane. The organic phase was concentrated and the residue was separated chromatographically (hexane/ethyl acetate 3:1+1% triethylamine). 2.52 g of (1RS,3SR,3aRS,6aSR)...